Dataset: the Open Reaction Database (ORD), a public repository of structured organic reaction records. Task: describe an organic reaction: reactants, conditions, products, and yield Reactants: COC1=CC=C(C=C1)C1=NOC=C1C(=O)O (3-(4-methoxyphenyl)isoxazole-4-carboxylic acid), C(C)N(C(C)C)C(C)C (N-ethyl-N-isopropylpropan-2-amine), CN(C)C(=[N+](C)C)ON1C2=C(C=CC=C2)N=N1.[B-](F)(F)(F)F (TBTU), Cl.Cl.CC1=CC=C(C=N1)C1(CNCC1)O (3-(6-methylpyridin-3-yl)pyrrolidin-3-ol dihydrochloride). Run in CN(C)C=O (DMF). Yields the product COC1=CC=C(C=C1)C1=NOC=C1C(=O)N1CC(CC1)(O)C=1C=NC(=CC1)C (1-{[3-(4-methoxyphenyl)isoxazol-4-yl]carbonyl}-3-(6-methylpyridin-3-yl)pyrrolidin-3-ol). Isolated yield 26.4%. RXN SMILES: [CH3:1][O:2][C:3]1[CH:8]=[CH:7][C:6]([C:9]2[C:13]([C:14]([OH:16])=O)=[CH:12][O:11][N:10]=2)=[CH:5][CH:4]=1.C(N(C(C)C)C(C)C)C.CN(C(ON1N=NC2C=CC=CC1=2)=[N+](C)C)C.[B-](F)(F)(F)F.Cl.Cl.[CH3:50][C:51]1[N:56]=[CH:55][C:54]([C:57]2([OH:62])[CH2:61][CH2:60][NH:59][CH2:58]2)=[CH:53][CH:52]=1>CN(C=O)C>[CH3:1][O:2][C:3]1[CH:4]=[CH:5][C:6]([C:9]2[C:13]([C:14]([N:59]3[CH2:60][CH2:61][C:57]([C:54]4[CH:55]=[N:56][C:51]([CH3:50])=[CH:52][CH:53]=4)([OH:62])[CH2:58]3)=[O:16])=[CH:12][O:11][N:10]=2)=[CH:7][CH:8]=1 |f:2.3,4.5.6|. Reported procedure: A solution of 3-(4-methoxyphenyl)isoxazole-4-carboxylic acid (7 mg, 0.03 mmol), N-ethyl-N-isopropylpropan-2-amine (16 μL, 0.09 mmol, 3 equ.) and TBTU (12 mg, 0.036 mmol, 1.2 equ.) in DMF (0.3 mL) was added to 3-(6-methylpyridin-3-yl)pyrrolidin-3-ol dihydrochloride (8 mg, 0.03 mmol). After 1 h at rt the crude product was purified by RP-HPLC. The pure fractions were basified (NaHCO3) and extracted with ethyl acetate, dried (Na2SO4), evaporated and dried in vacuum to yield the title compound (3 mg)... The reactants are [N-]=[N+]=[N-].[Na+] (NaN3), IC1=CC=C(C=C1)N1N=CC(=C1)C (1-(4-iodophenyl)-4-methyl-1H-pyrazole), C1CC(=O)N(C1=O)Br (NBS), CC(C)(C#N)N=NC(C)(C)C#N (AIBN). The solvent is CCOC(=O)C (EtOAc), O (H2O), C(Cl)(Cl)(Cl)Cl (CCl4). Conditions: time 8 hour. The product is N(=[N+]=[N-])CC=1C=NN(C1)C1=CC=C(C=C1)I (4-(azidomethyl)-1-(4-iodophenyl)-1H-pyrazole). Yield: 35.9%. As a reaction SMILES: [I:1][C:2]1[CH:7]=[CH:6][C:5]([N:8]2[CH:12]=[C:11]([CH3:13])[CH:10]=[N:9]2)=[CH:4][CH:3]=1.C1C(=O)N(Br)C(=O)C1.CC(N=NC(C#N)(C)C)(C#N)C.[N-:34]=[N+:35]=[N-:36].[Na+]>C(Cl)(Cl)(Cl)Cl.CCOC(C)=O.O>[N:34]([CH2:13][C:11]1[CH:10]=[N:9][N:8]([C:5]2[CH:4]=[CH:3][C:2]([I:1])=[CH:7][CH:6]=2)[CH:12]=1)=[N+:35]=[N-:36] |f:3.4|. Procedure: A mixture of 1-(4-iodophenyl)-4-methyl-1H-pyrazole (1.70 g, 5.99 mmol), NBS (1.38 g, 7.75 mmol) and AIBN (0.30 g, 1.83 mmol) in CCl4 (25 mL) was heated at reflux for 1 hr. After being cooled to room temperature, the upper clear solution was decanted out and concentrated in vacuo. The residue was dissolved in DMF (10 mL), NaN3 (0.934 g, 14.3 mmol) was added. The mixture was stirred at room temperature overnight. H2O and EtOAc were added. The organic phase was separated, dried over Na2SO4, concent... Starting materials: C(C(C)[*:2])[*:1] (polypropylene), C(O)([O-])=O.[Na+] (sodium hydrogen carbonate), C(CCSSCCC(=O)O)(=O)O (3,3′-dithiodipropionic acid). Solvent: O (water). Yields the product C(CCSSCCC(=O)[O-])(=O)[O-].[Na+].[Na+] (Disodium 3,3′-Dithiodipropionate). As a reaction SMILES: C(=O)([O-])O.[Na+:5].[C:6]([OH:17])(=[O:16])[CH2:7][CH2:8][S:9][S:10][CH2:11][CH2:12][C:13]([OH:15])=[O:14]>O>[C:6]([O-:17])(=[O:16])[CH2:7][CH2:8][S:9][S:10][CH2:11][CH2:12][C:13]([O-:15])=[O:14].[Na+:5].[Na+:5] |f:0.1,4.5.6|. Procedure details: A 1-liter polypropylene beaker was charged with a solution of 42 g (0.50 mole) of sodium hydrogen carbonate in 100 g of distilled water, followed by the slow addition of 52.5 g (0.25 mole) of 3,3′-dithiodipropionic acid, which required about 10 minutes. The resulting paste was spread on an evaporating tray and dried. The salt product was white-colored and melted above 225° C. The reactants are N[C@H]1[C@@H](C[C@@H](C[C@@H]1C)C1=C(C=NC=C1)NC(C1=NC(=C(C=C1)F)C1=C(C=CC=C1F)F)=O)NC(OC(C)(C)C)=O ((+/−)-tert-butyl (1R,2R,3S,5R)-2-amino-5-(3-(6-(2,6-difluorophenyl)-5-fluoropicolinamido)pyridin-4-yl)-3-methylcyclohexylcarbamate), CS(=O)(=O)Cl (methanesulfonyl chloride). The product is N[C@@H]1C[C@@H](C[C@@H]([C@H]1NS(=O)(=O)C)C)C1=C(C=NC=C1)NC(C1=NC(=C(C=C1)F)C1=C(C=CC=C1F)F)=O (N-(4-((1R,3R,4R,5S)-3-amino-5-methyl-4-(methylsulfonamido)cyclohexyl)pyridin-3-yl)-6-(2,6-difluorophenyl)-5-fluoropicolinamide). The yield is 13.0%. Reaction SMILES: [NH2:1][C@@H:2]1[C@@H:7]([CH3:8])[CH2:6][C@@H:5]([C:9]2[CH:14]=[CH:13][N:12]=[CH:11][C:10]=2[NH:15][C:16](=[O:32])[C:17]2[CH:22]=[CH:21][C:20]([F:23])=[C:19]([C:24]3[C:29]([F:30])=[CH:28][CH:27]=[CH:26][C:25]=3[F:31])[N:18]=2)[CH2:4][C@H:3]1[NH:33]C(=O)OC(C)(C)C.[CH3:41][S:42](Cl)(=[O:44])=[O:43]>>[NH2:33][C@H:3]1[C@H:2]([NH:1][S:42]([CH3:41])(=[O:44])=[O:43])[C@@H:7]([CH3:8])[CH2:6][C@@H:5]([C:9]2[CH:14]=[CH:13][N:12]=[CH:11][C:10]=2[NH:15][C:16](=[O:32])[C:17]2[CH:22]=[CH:21][C:20]([F:23])=[C:19]([C:24]3[C:25]([F:31])=[CH:26][CH:27]=[CH:28][C:29]=3[F:30])[N:18]=2)[CH2:4]1. Procedure: Method 5 was followed using (+/−)-tert-butyl (1R,2R,3S,5R)-2-amino-5-(3-(6-(2,6-difluorophenyl)-5-fluoropicolinamido)pyridin-4-yl)-3-methylcyclohexylcarbamate and methanesulfonyl chloride to give N-(4-((1R,3R,4R,5S)-3-amino-5-methyl-4-(methylsulfonamido)cyclohexyl)pyridin-3-yl)-6-(2,6-difluorophenyl)-5-fluoropicolinamide in 13% yield; N-(4-((1S,3S,4S,5R)-3-amino-5-methyl-4-(methylsulfonamido)cyclohexyl)pyridin-3-yl)-6-(2,6-difluorophenyl)-5-fluoropicolinamide in 14% yield. LC/MS (m/z)=534.2 (MH+... Solvent: CO (methanol), C1CCOC1 (THF). Conditions: time 12 hour. Product: FC=1C=C(C=CC1C)C1N(CCCC1)C(=O)N1CCOC2=C(C1)C=C(C=C2)C=2C=CC1=C(NC(=N1)C)C2 (4-{[2-(3-fluoro-4-methylphenyl)piperidin-1-yl]carbonyl}-7-(2-methyl-1H-benzimidazol-6-yl)-2,3,4,5-tetrahydro-1,4-benzoxazepine). The yield is 12.1%. Starting materials: ClC(=O)N1CCOC2=C(C1)C=C(C=C2)C=2C=CC1=C(N(C=N1)C(=O)OCC(C)C)C2 (2-Methylpropyl 6-[4-(chlorocarbonyl)-2,3,4,5-tetrahydro-1,4-benzoxazepin-7-yl)-1H-benzimidazole-1-carboxylate), C([O-])([O-])=O.[K+].[K+] (potassium carbonate), FC=1C=C(C=CC1C)C1NCCCC1 (2-(3-fluoro-4-methylphenyl)piperidine), C(C)(C)N(CC)C(C)C (diisopropylethylamine). Reaction SMILES: Cl[C:2]([N:4]1[CH2:10][C:9]2[CH:11]=[C:12]([C:15]3[CH:16]=[CH:17][C:18]4[N:22]=[CH:21][N:20](C(OCC(C)C)=O)[C:19]=4[CH:30]=3)[CH:13]=[CH:14][C:8]=2[O:7][CH2:6][CH2:5]1)=[O:3].[F:31][C:32]1[CH:33]=[C:34]([CH:39]2[CH2:44][CH2:43][CH2:42][CH2:41][NH:40]2)[CH:35]=[CH:36][C:37]=1[CH3:38].[CH:45](N(C(C)C)CC)(C)C.C(=O)([O-])[O-].[K+].[K+]>CO.C1COCC1>[F:31][C:32]1[CH:33]=[C:34]([CH:39]2[CH2:44][CH2:43][CH2:42][CH2:41][N:40]2[C:2]([N:4]2[CH2:10][C:9]3[CH:11]=[C:12]([C:15]4[CH:16]=[CH:17][C:18]5[N:22]=[C:21]([CH3:45])[NH:20][C:19]=5[CH:30]=4)[CH:13]=[CH:14][C:8]=3[O:7][CH2:6][CH2:5]2)=[O:3])[CH:35]=[CH:36][C:37]=1[CH3:38] |f:3.4.5|. Reported procedure: 2-Methylpropyl 6-[4-(chlorocarbonyl)-2,3,4,5-tetrahydro-1,4-benzoxazepin-7-yl)-1H-benzimidazole-1-carboxylate (150 mg, 0.38 mmol) and 2-(3-fluoro-4-methylphenyl)piperidine (reagent preparation 1) (80 mg, 0.41 mmol) were taken into THF (3.5 mL) followed by addition of diisopropylethylamine (0.33 mL, 1.9 mmol) and the resulting solution was heated to reflux for 3 h. The mixture was then cooled to room temperature and partitioned with ethyl acetate and 20% aqueous citric acid. The organic phase was... Starting materials: COc1nc2ccccc2nc1NC(=S)Oc1ccccc1, Cc1sccc1N1CCNCC1. Product: COc1nc2ccccc2nc1NC(=S)N1CCN(c2ccsc2C)CC1. As a reaction SMILES: [CH3:1][O:2][c:3]1[n:4][c:5]2[cH:6][cH:7][cH:8][cH:9][c:10]2[n:11][c:12]1[NH:13][C:14]([O:15][c:16]1[cH:17][cH:18][cH:19][cH:20][cH:21]1)=[S:22].[CH3:23][c:24]1[s:25][cH:26][cH:27][c:28]1[N:29]1[CH2:30][CH2:31][NH:32][CH2:33][CH2:34]1>>[CH3:1][O:2][c:3]1[n:4][c:5]2[cH:6][cH:7][cH:8][cH:9][c:10]2[n:11][c:12]1[NH:13][C:14](=[S:22])[N:32]1[CH2:31][CH2:30][N:29]([c:28]2[c:24]([CH3:23])[s:25][cH:26][cH:27]2)[CH2:34][CH2:33]1. Reactants: ClC1=C(C=CC=C1)S(=O)(=O)[C@@H]1C[C@H](N(C1)C(=O)C1(CC1)C1=CC=C(C=C1)Cl)C(=O)O ((2S,4R)-4-(2-Chloro-benzenesulfonyl)-1-[1-(4-chloro-phenyl)-cyclopropanecarbonyl]-pyrrolidine-2-carboxylic acid), C(C(C)C)NC(C([C@H](CC)N)=O)=O ((S)-3-Amino-2-oxo-pentanoic acid isobutyl-amide). Product: ClC1=CC=C(C=C1)C1(CC1)C(=O)N1[C@@H](C[C@H](C1)S(=O)(=O)C1=C(C=CC=C1)Cl)C(=O)N[C@H](C(C(=O)NCC(C)C)=O)CC ((2S,4R)-1-(1-(4-chlorophenyl)cyclopropanecarbonyl)-4-(2-chlorophenylsulfonyl)-N—((S)-1-(isobutylamino)-1,2-dioxopentan-3-yl)pyrrolidine-2-carboxamide). Reaction SMILES: [Cl:1][C:2]1[CH:7]=[CH:6][CH:5]=[CH:4][C:3]=1[S:8]([C@H:11]1[CH2:15][N:14]([C:16]([C:18]2([C:21]3[CH:26]=[CH:25][C:24]([Cl:27])=[CH:23][CH:22]=3)[CH2:20][CH2:19]2)=[O:17])[C@H:13]([C:28]([OH:30])=O)[CH2:12]1)(=[O:10])=[O:9].[CH2:31]([NH:35][C:36](=[O:43])[C:37](=[O:42])[C@@H:38]([NH2:41])[CH2:39][CH3:40])[CH:32]([CH3:34])[CH3:33]>>[Cl:27][C:24]1[CH:25]=[CH:26][C:21]([C:18]2([C:16]([N:14]3[CH2:15][C@H:11]([S:8]([C:3]4[CH:4]=[CH:5][CH:6]=[CH:7][C:2]=4[Cl:1])(=[O:10])=[O:9])[CH2:12][C@H:13]3[C:28]([NH:41][C@@H:38]([CH2:39][CH3:40])[C:37](=[O:42])[C:36]([NH:35][CH2:31][CH:32]([CH3:33])[CH3:34])=[O:43])=[O:30])=[O:17])[CH2:20][CH2:19]2)=[CH:22][CH:23]=1. Reported procedure: The title compound was prepared in analogy to Example 1, using (2S,4R)-4-(2-Chloro-benzenesulfonyl)-1-[1-(4-chloro-phenyl)-cyclopropanecarbonyl]-pyrrolidine-2-carboxylic acid and (S)-3-Amino-2-oxo-pentanoic acid isobutyl-amide in step 1. MS (m/e)=636.17 [M+H+].